This data is from the Open Reaction Database (ORD), a public repository of structured organic reaction records. The task is: describe an organic reaction: reactants, conditions, products, and yield Starting materials: N#CC1(c2ccccc2)CCNCC1, Cc1ccccc1, Cl, [K+], [OH-], O. Product: c1ccc(C2CCNCC2)cc1. As a reaction SMILES: [C:1](#[N:2])[C:3]1([c:9]2[cH:10][cH:11][cH:12][cH:13][cH:14]2)[CH2:4][CH2:5][NH:6][CH2:7][CH2:8]1.[CH3:18][c:19]1[cH:20][cH:21][cH:22][cH:23][cH:24]1.[ClH:15].[K+:17].[OH-:16].[OH2:25]>>[CH:3]1([c:9]2[cH:10][cH:11][cH:12][cH:13][cH:14]2)[CH2:4][CH2:5][NH:6][CH2:7][CH2:8]1. Reactants: N1C=C(C2=CC=CC=C12)CN(C)C ((1H-Indol-3-ylmethyl)-dimethylamine), [C-]#N.[Na+] (sodium cyanide). Run in C(C)(=O)OCC (ethyl acetate), CS(=O)C (dimethyl sulfoxide), C(C)(=O)OCC (ethyl acetate). Conditions: temperature 80 celsius. Product: N1C=C(C2=CC=CC=C12)CC#N ((1H-indol-3-yl)-acetonitrile). Isolated yield 153.7%. Reaction SMILES: [NH:1]1[C:9]2[C:4](=[CH:5][CH:6]=[CH:7][CH:8]=2)[C:3]([CH2:10]N(C)C)=[CH:2]1.[C-:14]#[N:15].[Na+]>CS(C)=O.C(OCC)(=O)C>[NH:1]1[C:9]2[C:4](=[CH:5][CH:6]=[CH:7][CH:8]=2)[C:3]([CH2:10][C:14]#[N:15])=[CH:2]1 |f:1.2|. Procedure: Dissolve a mixture of the (1H-Indol-3-ylmethyl)-dimethylamine (3.54 mmol), sodium cyanide (0.500 g, 10.62 mmol), and ethyl acetate (1.7 mL, 17.7 mmol) in dry dimethyl sulfoxide (12 mL) and heat to 80° C. under nitrogen for 3 h. Cool the reaction mixture to room temperature, dilute with ethyl acetate (150 mL), and wash with water (50 mL), Dry the organic layer over anhydrous magnesium sulfate, and remove the solvent in vacuo to yield (1H-indol-3-yl)-acetonitrile 0.850 g (96%). Starting materials: Oc1ccc(C(F)(F)F)cc1OCc1ccccc1, Cc1ccc(S(=O)(=O)OCC2CO2)cc1, [K+], [K+], O=C([O-])[O-], CN(C)C=O, O. RXN SMILES: [CH2:1]([c:2]1[cH:3][cH:4][cH:5][cH:6][cH:7]1)[O:8][c:9]1[c:10]([OH:19])[cH:11][cH:12][c:13]([C:15]([F:16])([F:17])[F:18])[cH:14]1.[CH2:26]([CH:27]1[CH2:28][O:29]1)[O:30][S:31]([c:32]1[cH:33][cH:34][c:35]([CH3:36])[cH:37][cH:38]1)(=[O:39])=[O:40].[K+:20].[K+:21].[O-:22][C:23]([O-:24])=[O:25].[O:41]=[CH:42][N:43]([CH3:44])[CH3:45].[OH2:46]>>[CH2:1]([c:2]1[cH:3][cH:4][cH:5][cH:6][cH:7]1)[O:8][c:9]1[c:10]([O:19][CH2:26][CH:27]2[CH2:28][O:29]2)[cH:11][cH:12][c:13]([C:15]([F:16])([F:17])[F:18])[cH:14]1. The product is FC(F)(F)c1ccc(OCC2CO2)c(OCc2ccccc2)c1. Reactants: [H][H] (hydrogen), C(C)(C)(C)OC(=O)N1CC(NCC1)C(=O)O (4-(tert-butoxycarbonyl)piperazine-2-carboxylic acid), ClC1=NC=C(C(=O)OC)C=C1[N+](=O)[O-] (methyl 6-chloro-5-nitronicotinate), C(=O)([O-])[O-].[K+].[K+] (K2CO3), P(OC1=CC=CC=C1)(OC1=CC=CC=C1)OC1=CC=CC=C1 (triphenyl phosphite). The reagents and catalysts are N.O[V](=O)=O (ammonium vanadate), [Pt] (platinum). The solvent is C1CCOC1 (THF), C(Cl)Cl (DCM). The product is COC(=O)C1=CN=C2N3CCN(CC3C(NC2=C1)=O)C(=O)OC(C)(C)C (10-Oxo-1,3,4,9,10,10a-hexahydro-2,4a,5,9-tetraaza-phenanthrene-2,7-dicarboxylic acid 2-tert-butyl ester 7-methyl ester). Reaction SMILES: [C:1]([O:5][C:6]([N:8]1[CH2:13][CH2:12][NH:11][CH:10]([C:14]([OH:16])=O)[CH2:9]1)=[O:7])([CH3:4])([CH3:3])[CH3:2].Cl[C:18]1[C:27]([N+:28]([O-])=O)=[CH:26][C:21]([C:22]([O:24][CH3:25])=[O:23])=[CH:20][N:19]=1.C([O-])([O-])=O.[K+].[K+].P(OC1C=CC=CC=1)(OC1C=CC=CC=1)OC1C=CC=CC=1.[H][H]>C1COCC1.C(Cl)Cl.N.O[V](=O)=O.[Pt]>[CH3:25][O:24][C:22]([C:21]1[CH:26]=[C:27]2[C:18]([N:11]3[CH:10]([C:14](=[O:16])[NH:28]2)[CH2:9][N:8]([C:6]([O:5][C:1]([CH3:2])([CH3:3])[CH3:4])=[O:7])[CH2:13][CH2:12]3)=[N:19][CH:20]=1)=[O:23] |f:2.3.4,9.10|. Procedure details: To a suspension of 4-(tert-butoxycarbonyl)piperazine-2-carboxylic acid (1169 mg, 5.08 mmol) in THF (46 mL) was added methyl 6-chloro-5-nitronicotinate (1000 mg, 4.62 mmol) and K2CO3 (638 mg, 4.62 mmol). The suspension was heated to reflux for 2 hours, cooled to room temperature, and filtered through a pad of celite. The celite was washed with DCM (50 mL) and the organic portions were combined. The solution was charged into a bomb hydroginator, then treated with triphenyl phosphite (0.015 ml, 0.0... The reactants are C(C)(C)(C)OC(NC1(COC(OC1)(C)C)CCC1=CC(=C(C=C1)OCCCC1=CC(=CC(=C1)C)C)C(F)(F)F)=O ([2,2-dimethyl-5-(2-{4-[3-(3,5-dimethylphenyl)propoxy]-3-trifluoromethylphenyl}ethyl)-1,3-dioxan-5-yl]carbamic acid t-butyl ester), Cl (hydrochloric acid). The solvent is C(C)O (ethanol). Reaction conditions: temperature 80 celsius, time 2 hour. The product is Cl.NC(CO)(CO)CCC1=CC(=C(C=C1)OCCCC1=CC(=CC(=C1)C)C)C(F)(F)F (2-amino-2-(2-{4-[3-(3,5-dimethylphenyl)propoxy]-3-trifluoromethylphenyl}ethyl)propane-1,3-diol hydrochloride). RXN SMILES: C(OC(=O)[NH:7][C:8]1([CH2:16][CH2:17][C:18]2[CH:23]=[CH:22][C:21]([O:24][CH2:25][CH2:26][CH2:27][C:28]3[CH:33]=[C:32]([CH3:34])[CH:31]=[C:30]([CH3:35])[CH:29]=3)=[C:20]([C:36]([F:39])([F:38])[F:37])[CH:19]=2)[CH2:13][O:12]C(C)(C)[O:10][CH2:9]1)(C)(C)C.[ClH:41]>C(O)C>[ClH:41].[NH2:7][C:8]([CH2:16][CH2:17][C:18]1[CH:23]=[CH:22][C:21]([O:24][CH2:25][CH2:26][CH2:27][C:28]2[CH:33]=[C:32]([CH3:34])[CH:31]=[C:30]([CH3:35])[CH:29]=2)=[C:20]([C:36]([F:37])([F:38])[F:39])[CH:19]=1)([CH2:9][OH:10])[CH2:13][OH:12] |f:3.4|. Procedure details: Compound 36-4 (750 mg) was dissolved in ethanol (15 ml), concentrated hydrochloric acid (1.5 ml) was added, and the mixture was stirred at 80° C. for 2 hr. The reaction mixture was concentrated, and the residue was washed with diethyl ether to give the object product (540 mg) as a white powder. The reactants are CC(C)Oc1ccc(-c2nc(-c3ccc4c(CCC(=O)OC(C)(C)C)c[nH]c4c3)no2)cc1C#N, ClCCl, O=C(O)C(F)(F)F. The product is CC(C)Oc1ccc(-c2nc(-c3ccc4c(CCC(=O)O)c[nH]c4c3)no2)cc1C#N. Reaction SMILES: [C:8](#[N:9])[c:10]1[cH:11][c:12](-[c:20]2[n:21][c:22](-[c:25]3[cH:26][cH:27][c:28]4[c:29]([CH2:34][CH2:35][C:36](=[O:37])[O:38][C:39]([CH3:40])([CH3:41])[CH3:42])[cH:30][nH:31][c:32]4[cH:33]3)[n:23][o:24]2)[cH:13][cH:14][c:15]1[O:16][CH:17]([CH3:18])[CH3:19].[Cl:43][CH2:44][Cl:45].[OH:1][C:2]([C:3]([F:4])([F:5])[F:6])=[O:7]>>[C:8](#[N:9])[c:10]1[cH:11][c:12](-[c:20]2[n:21][c:22](-[c:25]3[cH:26][cH:27][c:28]4[c:29]([CH2:34][CH2:35][C:36](=[O:37])[OH:38])[cH:30][nH:31][c:32]4[cH:33]3)[n:23][o:24]2)[cH:13][cH:14][c:15]1[O:16][CH:17]([CH3:18])[CH3:19]. Starting materials: ClC1=C(C(=O)OC(C)C)C=C(C(=C1)F)NC(=O)NC(=CC(=O)OCC)CC (isopropyl 2-chloro-4-fluoro-5-{3-[2-(ethoxycarbonyl)-1-ethylvinyl]ureido}-benzoate), [Na] (sodium). Solvent: C(C)(C)O (isopropanol). Yields the product ClC1=C(C(=O)OC(C)C)C=C(C(=C1)F)N1C(NC(=CC1=O)CC)=O (isopropyl 2-chloro-4-fluoro-5-[3,6-dihydro-4-ethyl-2,6-dioxo-1(2H)-pyrimidinyl]-benzoate). Reaction SMILES: [Cl:1][C:2]1[CH:13]=[C:12]([F:14])[C:11]([NH:15][C:16]([NH:18][C:19]([CH2:26][CH3:27])=[CH:20][C:21](OCC)=[O:22])=[O:17])=[CH:10][C:3]=1[C:4]([O:6][CH:7]([CH3:9])[CH3:8])=[O:5].[Na]>C(O)(C)C>[Cl:1][C:2]1[CH:13]=[C:12]([F:14])[C:11]([N:15]2[C:21](=[O:22])[CH:20]=[C:19]([CH2:26][CH3:27])[NH:18][C:16]2=[O:17])=[CH:10][C:3]=1[C:4]([O:6][CH:7]([CH3:9])[CH3:8])=[O:5] |^1:27|. Reported procedure: using isopropyl 2-chloro-4-fluoro-5-{3-[2-(ethoxycarbonyl)-1-ethylvinyl]ureido}-benzoate with sodium isopropylate in isopropanol there is obtained isopropyl 2-chloro-4-fluoro-5-[3,6-dihydro-4-ethyl-2,6-dioxo-1(2H)-pyrimidinyl]-benzoate, m.p. 121°-124° C., Reactants: Cl.CO (hydrochloric acid methanol), C(C1=CC=CC=C1)OC(=O)N1CC2N(C3=CC=CC=C3N(C2)C(C(F)(F)F)=O)CC1 (3-benzyloxycarbonyl-2,3,4,4a,5,6-hexahydro-6-trifluoroacetyl-1H-pyrazino[1,2-a]quinoxaline). The reagents and catalysts are [Pd] (Pd-C). The solvent is C(C)O (ethanol). Product: Cl.FC(C(=O)N1CC2N(C3=CC=CC=C13)CCNC2)(F)F (2,3,4,4a,5,6-Hexahydro-6-trifluoroacetyl-1H-pyrazino[1,2-a]quinoxaline Hydrochloride). As a reaction SMILES: [ClH:1].CO.C(OC([N:14]1[CH2:33][CH2:32][N:17]2[C:18]3[C:23]([N:24]([C:26](=[O:31])[C:27]([F:30])([F:29])[F:28])[CH2:25][CH:16]2[CH2:15]1)=[CH:22][CH:21]=[CH:20][CH:19]=3)=O)C1C=CC=CC=1>[Pd].C(O)C>[ClH:1].[F:30][C:27]([F:28])([F:29])[C:26]([N:24]1[C:23]2[C:18](=[CH:19][CH:20]=[CH:21][CH:22]=2)[N:17]2[CH2:32][CH2:33][NH:14][CH2:15][CH:16]2[CH2:25]1)=[O:31] |f:0.1,5.6|. Procedure: A 80 μl portion of hydrochloric acid-methanol and 0.1 g of 10% Pd-C were added to 3 ml of ethanol solution containing 93 mg (0.22 mmol) of 3-benzyloxycarbonyl-2,3,4,4a,5,6-hexahydro-6-trifluoroacetyl-1H-pyrazino[1,2-a]quinoxaline, and 3 hours of catalytic hydrogenation was carried out at room temperature. The catalyst was filtered, the solvent was removed by evaporation under a reduced pressure and then the resulting residue was recrystallized from methanol-isopropyl ether to obtain 43 mg (61% i... Starting materials: C(C)(C)(C)NC(=O)C1=CN(C2=NC=C(N=C21)NC2=NN(C=C2)C)COCC[Si](C)(C)C (N-tert-butyl-2-(1-methyl-1H-pyrazol-3-ylamino)-5-((2-(trimethylsilyl)ethoxy)methyl)-5H-pyrrolo[2,3-b]pyrazine-7-carboxamide), FC(C(=O)O)(F)F (trifluoroacetic acid), CO (methanol), [OH-].[NH4+] (ammonium hydroxide). Run in ClCCl (dichloromethane), ClCCl (dichloromethane). Run at time 16 hour. Yields the product C(C)(C)(C)NC(=O)C1=CNC2=NC=C(N=C21)NC2=NN(C=C2)C (N-tert-butyl-2-(1-methyl-1H-pyrazol-3-ylamino)-5H-pyrrolo[2,3-b]pyrazine-7-carboxamide). Yield: 44.3%. Reaction SMILES: [C:1]([NH:5][C:6]([C:8]1[C:16]2[C:11](=[N:12][CH:13]=[C:14]([NH:17][C:18]3[CH:22]=[CH:21][N:20]([CH3:23])[N:19]=3)[N:15]=2)[N:10](COCC[Si](C)(C)C)[CH:9]=1)=[O:7])([CH3:4])([CH3:3])[CH3:2].FC(F)(F)C(O)=O.CO.[OH-].[NH4+]>ClCCl>[C:1]([NH:5][C:6]([C:8]1[C:16]2[C:11](=[N:12][CH:13]=[C:14]([NH:17][C:18]3[CH:22]=[CH:21][N:20]([CH3:23])[N:19]=3)[N:15]=2)[NH:10][CH:9]=1)=[O:7])([CH3:4])([CH3:3])[CH3:2] |f:3.4|. Procedure details: To a solution of N-tert-butyl-2-(1-methyl-1H-pyrazol-3-ylamino)-5-((2-(trimethylsilyl)ethoxy)methyl)-5H-pyrrolo[2,3-b]pyrazine-7-carboxamide (140 mg, 316 μmol) in dichloromethane (3.5 mL) was added trifluoroacetic acid (720 mg, 486 μL, 6.31 mmol) and the mixture stirred at room temperature for 16 h. The reaction mixture was concentrated in vacuo and the residue obtained dissolved in dichloromethane (3 mL), methanol (1.5 mL), and ammonium hydroxide (0.65 mL) and the mixture stirred at room temper...